Dataset: the Open Reaction Database (ORD), a public repository of structured organic reaction records. Task: describe an organic reaction: reactants, conditions, products, and yield Reactants: ClC1=CC(=NC=N1)N (6-chloropyrimidin-4-amine), C(C)(C)N(CC)C(C)C (diisopropylethylamine), FC(C(=O)NC1CNCCC1)(F)F (2,2,2-Trifluoro-N-piperidin-3-ylacetamide). Solvent: C(CCC)O (n-butanol). Conditions: temperature 170 celsius, time 24 hour. The product is NC1=CC(=NC=N1)N1CC(CCC1)NC(C(F)(F)F)=O (N-[1-(6-aminopyrimidin-4-yl)piperidin-3-yl]-2,2,2-trifluoroacetamide). Reaction SMILES: Cl[C:2]1[N:7]=[CH:6][N:5]=[C:4]([NH2:8])[CH:3]=1.C(N(C(C)C)CC)(C)C.[F:18][C:19]([F:30])([F:29])[C:20]([NH:22][CH:23]1[CH2:28][CH2:27][CH2:26][NH:25][CH2:24]1)=[O:21]>C(O)CCC>[NH2:8][C:4]1[N:5]=[CH:6][N:7]=[C:2]([N:25]2[CH2:26][CH2:27][CH2:28][CH:23]([NH:22][C:20](=[O:21])[C:19]([F:18])([F:29])[F:30])[CH2:24]2)[CH:3]=1. Procedure: 6-Chloropyrimidin-4-amine 7-2 (0.149 g, 1.15 mmol) and diisopropylethylamine (0.446 g, 3.45 mmol) were suspended in n-butanol. 2,2,2-Trifluoro-N-piperidin-3-ylacetamide 9-3 (0.226 g, 1.15 mmol) was then added. The reaction was stirred at 170° C. for 24 hours. The butanol was then removed under reduced pressure and the product was purified on a silica column eluted with DCM:MeOH:NH4OH (95:5:0.5). 1H-NMR (CD3OD): 8.06 ppm (s, 1H); 5.82 ppm (s, 1H); 4.27 ppm (d, 1H); 4.15 ppm (d, 1H); 3.85 ppm (m, ... Reactants: ClCCOCCOCCO (2-[2-(2-Chloroethoxy)ethoxy]ethanol), C1(C=2C(C(N1)=O)=CC=CC2)=O.[K] (potassium phtalimide). Run in CN(C=O)C (dimethylformamide). The product is C1(C=2C(C(N1CCOCCOCCO)=O)=CC=CC2)=O (2-[2-(2-Phtalimidoethoxy)ethoxy]ethanol). RXN SMILES: Cl[CH2:2][CH2:3][O:4][CH2:5][CH2:6][O:7][CH2:8][CH2:9][OH:10].[C:11]1(=[O:21])[NH:15][C:14](=[O:16])[C:13]2=[CH:17][CH:18]=[CH:19][CH:20]=[C:12]12.[K]>CN(C)C=O>[C:11]1(=[O:21])[N:15]([CH2:2][CH2:3][O:4][CH2:5][CH2:6][O:7][CH2:8][CH2:9][OH:10])[C:14](=[O:16])[C:13]2=[CH:17][CH:18]=[CH:19][CH:20]=[C:12]12 |f:1.2,^1:21|. Procedure details: 188 g of 2-[2-(2-Chloroethoxy)ethoxy]ethanol and 146 g of potassium phtalimide in 700 ml of dimethylformamide are brought to 95° C. for 17 hours. The reactants are C=CCC1CCCCc2noc(=O)n21, CCCCO, [O-][I+3]([O-])([O-])[O-], [Na+], CC(C)(C)OC(=O)NCCC1CCCCc2noc(=O)n21, C1COCCO1, O, O, O=[Os](=O)(=O)=O, O=[Os]=O. The product is O=CCC1CCCCc2noc(=O)n21. RXN SMILES: [CH2:1]([CH:2]=[CH2:3])[CH:4]1[CH2:5][CH2:6][CH2:7][CH2:8][c:9]2[n:10]1[c:11](=[O:14])[o:12][n:13]2.[CH2:49]([OH:50])[CH2:51][CH2:52][CH3:53].[I+3:15]([O-:16])([O-:17])([O-:18])[O-:19].[Na+:20].[O:21]=[c:22]1[n:23]2[c:39]([n:40][o:41]1)[CH2:38][CH2:37][CH2:36][CH2:35][CH:24]2[CH2:25][CH2:26][NH:27][C:28](=[O:29])[O:30][C:31]([CH3:32])([CH3:33])[CH3:34].[O:42]1[CH2:43][CH2:44][O:45][CH2:46][CH2:47]1.[OH2:48].[OH2:54].[Os:55](=[O:56])(=[O:57])(=[O:58])=[O:59].[Os:60](=[O:61])=[O:62]>>[CH2:1]([CH:2]=[O:16])[CH:4]1[CH2:5][CH2:6][CH2:7][CH2:8][c:9]2[n:10]1[c:11](=[O:14])[o:12][n:13]2. Starting materials: C(C)(C)NC(C)C (diisopropylamine), ice, ClC1=CC=C(C=C1)C1(CCC(CC1)=O)N(C)C (4-(p-chlorophenyl)-4-dimethylaminocyclohexanone), mixture, CI (methyl iodide), C(CCC)[Li] (butyllithium), mixture, [Cl-].[NH4+] (ammonium chloride). Solvent: C(Cl)Cl (methylene chloride), O1CCCC1 (tetrahydrofuran), CO (methanol), O1CCCC1 (tetrahydrofuran), CO (methanol), C(Cl)Cl (methylene chloride), CCCCC (pentane), C1=CC=CC=C1 (Benzene). Run at temperature 25 celsius, time 5 minute. Yields the product ClC1=CC=C(C=C1)C1(CC(C(CC1)=O)C)N(C)C (4-(p-chlorophenyl)-2-methyl-4-dimethylaminocyclohexanone). As a reaction SMILES: [CH:1](NC(C)C)(C)C.C([Li])CCC.[Cl:13][C:14]1[CH:19]=[CH:18][C:17]([C:20]2([N:27]([CH3:29])[CH3:28])[CH2:25][CH2:24][C:23](=[O:26])[CH2:22][CH2:21]2)=[CH:16][CH:15]=1.CI.[Cl-].[NH4+]>CCCCC.C(Cl)Cl.CO.C1C=CC=CC=1.O1CCCC1>[Cl:13][C:14]1[CH:15]=[CH:16][C:17]([C:20]2([N:27]([CH3:29])[CH3:28])[CH2:21][CH2:22][C:23](=[O:26])[CH:24]([CH3:1])[CH2:25]2)=[CH:18][CH:19]=1 |f:4.5|. Procedure: A solution consisting of 0.51 gm. (0.005 mole) diisopropylamine in 10 ml. tetrahydrofuran is chilled in an ice: methanol bath and 3 ml. of 1.68 N butyllithium in pentane is added. To this mixture is then added a solution consisting of 1.25 gm. (0.005 mole) 4-(p-chlorophenyl)-4-dimethylaminocyclohexanone (prepared in Example 2) in 20 ml. tetrahydrofuran. After 5 min. stirring, 1.42 gm. methyl iodide is added. This reaction is stirred for another 30 min. in the cold, and then it is allowed to warm...